From a dataset of the Open Reaction Database (ORD), a public repository of structured organic reaction records. describe an organic reaction: reactants, conditions, products, and yield Starting materials: O=C([O-])[O-], CCOC(C)=O, O=Cc1ccc(F)c(C(F)(F)F)c1, [K+], [K+], CN(C)C=O, O, c1c[nH]cn1. Yields the product O=Cc1ccc(-n2ccnc2)c(C(F)(F)F)c1. Reaction SMILES: [C:19](=[O:20])([O-:21])[O-:22].[CH3:30][CH2:31][O:32][C:33](=[O:34])[CH3:35].[F:6][c:7]1[c:8]([C:15]([F:16])([F:17])[F:18])[cH:9][c:10]([CH:11]=[O:12])[cH:13][cH:14]1.[K+:23].[K+:24].[O:1]=[CH:2][N:3]([CH3:4])[CH3:5].[OH2:36].[nH:25]1[cH:26][n:27][cH:28][cH:29]1>>[c:7]1(-[n:25]2[cH:26][n:27][cH:28][cH:29]2)[c:8]([C:15]([F:16])([F:17])[F:18])[cH:9][c:10]([CH:11]=[O:12])[cH:13][cH:14]1. Starting materials: C(C)(C)(C)[Si](C)(C)OCC=1SC=C(C1)CC (t-butyl[(4-ethyl-2-thienyl)methoxy]dimethylsilane), [Cl-].[NH4+] (ammonium chloride), Example 10 ( 10a ), solution, C(CCC)[Li] (n-butyllithium), CCCCCC (hexane), CN(C=O)C (N,N-dimethylformamide). The solvent is O1CCCC1 (tetrahydrofuran), O (water). Conditions: temperature 0 celsius. Product: [Si](C)(C)(C(C)(C)C)OCC1=CC(=C(S1)C=O)CC (5-({[t-Butyl(dimethyl)silyl]oxy}methyl)-3-ethylthiophene-2-carboxaldehyde). Yield: 86.0%. RXN SMILES: [C:1]([Si:5]([O:8][CH2:9][C:10]1[S:11][CH:12]=[C:13]([CH2:15][CH3:16])[CH:14]=1)([CH3:7])[CH3:6])([CH3:4])([CH3:3])[CH3:2].C([Li])CCC.CCCCCC.CN(C)[CH:30]=[O:31].[Cl-].[NH4+]>O1CCCC1.O>[Si:5]([O:8][CH2:9][C:10]1[S:11][C:12]([CH:30]=[O:31])=[C:13]([CH2:15][CH3:16])[CH:14]=1)([C:1]([CH3:4])([CH3:3])[CH3:2])([CH3:7])[CH3:6] |f:4.5|. Procedure details: To a solution of t-butyl[(4-ethyl-2-thienyl)methoxy]dimethylsilane (1.3 g, 5.6 mmol) that was obtained in Example 10 (10a) in tetrahydrofuran (10 ml) was slowly added a 1.6 M solution of n-butyllithium in hexane (4.2 ml, 6.7 mmol) at −78° C. with stirring, and after raising the reaction temperature to 0° C., the resulting mixture was stirred for 30 minutes. Subsequently, the reaction temperature was lowered to −78° C. again under stirring, and to the reaction mixture was added N,N-dimethylformam...